From a dataset of the Open Reaction Database (ORD), a public repository of structured organic reaction records. describe an organic reaction: reactants, conditions, products, and yield Reactants: C(C)C(CC1C(C(C1)C(=O)OCC)N1CCCCC1)CC (Ethyl 3-(2-ethylbutyl)-2-piperidin-1-ylcyclobutanecarboxylate), C1(=CC=C(C=C1)S(=O)(=O)OC)C (methyl p-toluenesulfonate). Run in O (water). Run at temperature 100 celsius, time 3.5 hour. The product is C(C)C(CC1C=C(C1)C(=O)O)CC (3-(2-Ethylbutyl)-1-cyclobutenecarboxylic acid). The yield is 47.9%. Reaction SMILES: [CH2:1]([CH:3]([CH2:20][CH3:21])[CH2:4][CH:5]1[CH2:8][CH:7]([C:9]([O:11]CC)=[O:10])[CH:6]1N1CCCCC1)[CH3:2].C1(C)C=CC(S(OC)(=O)=O)=CC=1>O>[CH2:20]([CH:3]([CH2:1][CH3:2])[CH2:4][CH:5]1[CH2:8][C:7]([C:9]([OH:11])=[O:10])=[CH:6]1)[CH3:21]. Procedure details: Ethyl 3-(2-ethylbutyl)-2-piperidin-1-ylcyclobutanecarboxylate (132 g) and methyl p-toluenesulfonate (41.0 mL) were mixed. The mixture was stirred at 100° C. for 3.5 hr. After an addition of water (70 mL), the mixture was washed with tert-butyl methyl ether/heptane=1/1 (120 mL). To the aqueous layer was added aqueous 8 N potassium hydroxide (140 mL). The mixture was stirred at 105° C. for 3 hr. The reaction mixture was washed with tert-butyl methyl ether (150 mL). The organic layer was extracted ... Starting materials: CC(C)(C)OC(=O)NC(Cc1ccccc1)C(=O)CCl, Cl. Product: CC(C)(C)OC(=O)NC(Cc1ccccc1)C(O)CCl. Reaction SMILES: [C:1]([CH3:2])([CH3:3])([CH3:4])[O:5][C:6]([NH:7][CH:8]([C:9]([CH2:10][Cl:11])=[O:12])[CH2:13][c:14]1[cH:15][cH:16][cH:17][cH:18][cH:19]1)=[O:20].[ClH:21]>>[C:1]([CH3:2])([CH3:3])([CH3:4])[O:5][C:6]([NH:7][CH:8]([CH:9]([CH2:10][Cl:11])[OH:12])[CH2:13][c:14]1[cH:15][cH:16][cH:17][cH:18][cH:19]1)=[O:20]. Starting materials: Cl.C(C1=CC=CC=C1)N (benzylamine hydrochloride), C(C)(=O)NC=1C=C2C(=CC(=NC2=CC1)C)OC (6-acetamido-4methoxy-2-methylquinoline). Run in O (water), C(CCC)O (n-butanol). Reaction conditions: temperature 100 celsius, time 4 day. Yields the product Cl.C(C)(=O)NC=1C=C2C(=CC(=NC2=CC1)C)NCC1=CC=CC=C1 (6-acetamido-4-benzylamino-2-methyl-quinoline hydrochloride). Isolated yield 70.6%. RXN SMILES: [ClH:1].[CH2:2]([NH2:9])[C:3]1[CH:8]=[CH:7][CH:6]=[CH:5][CH:4]=1.[C:10]([NH:13][C:14]1[CH:15]=[C:16]2[C:21](=[CH:22][CH:23]=1)[N:20]=[C:19]([CH3:24])[CH:18]=[C:17]2OC)(=[O:12])[CH3:11]>O.C(O)CCC>[ClH:1].[C:10]([NH:13][C:14]1[CH:15]=[C:16]2[C:21](=[CH:22][CH:23]=1)[N:20]=[C:19]([CH3:24])[CH:18]=[C:17]2[NH:9][CH2:2][C:3]1[CH:8]=[CH:7][CH:6]=[CH:5][CH:4]=1)(=[O:12])[CH3:11] |f:0.1,5.6|. Reported procedure: A warm solution of benzylamine hydrochloride (1.5 g, 10.4 mmol) in water (2 mL) was added to a mixture of 6-acetamido-4methoxy-2-methylquinoline (2.0 g, 8.7 mmol) in n-butanol (20 mL). The mixture was stirred for 4 days at 100° C., cooled in an ice bath, and the resulting precipitated solid was filtered, washed with ether, and dried by suction to afford 2.1 g (71%) of 6-acetamido-4-benzylamino-2-methyl-quinoline hydrochloride. This material was heated in 25% hydrochloric acid (33 mL) for 5 h at ... Product: CCN(Cc1ccc(OC)cc1)S(=O)(=O)c1ccc(C(=O)O)cc1. Starting materials: O=C([O-])[O-], CCI, COc1ccc(CNS(=O)(=O)c2ccc(C(=O)O)cc2)cc1, CCOC(C)=O, [Cs+], [Cs+], CN(C)C=O. Reaction SMILES: [C:23](=[O:24])([O-:25])[O-:26].[CH2:29]([CH3:30])[I:31].[CH3:1][O:2][c:3]1[cH:4][cH:5][c:6]([CH2:7][NH:8][S:9](=[O:10])(=[O:11])[c:12]2[cH:13][cH:14][c:15]([C:16](=[O:17])[OH:18])[cH:19][cH:20]2)[cH:21][cH:22]1.[CH3:37][CH2:38][O:39][C:40](=[O:41])[CH3:42].[Cs+:27].[Cs+:28].[O:32]=[CH:33][N:34]([CH3:35])[CH3:36]>>[CH3:1][O:2][c:3]1[cH:4][cH:5][c:6]([CH2:7][N:8]([S:9](=[O:10])(=[O:11])[c:12]2[cH:13][cH:14][c:15]([C:16](=[O:17])[OH:18])[cH:19][cH:20]2)[CH2:29][CH3:30])[cH:21][cH:22]1. The reactants are BrC1=CC2=C(SC3=C(C(C2)N2CCNCC2)C=CC=C3)C=C1 (1-(2-bromo- 10,11-dihydro-dibenzo[b,f]thiepin-10-yl)-piperazine), C([O-])([O-])=O.[K+].[K+] (potassium carbonate), [I-].[K+] (potassium iodide), ClCCN1C(OCC1)=O (N-(β-chloroethyl)-oxazolidinone), ice water. Solvent: C1(=CC=CC=C1)C (toluene), C1=CC=CC=C1 (benzene). Yields the product BrC1=CC2=C(SC3=C(C(C2)N2CCN(CC2)CCN2C(OCC2)=O)C=CC=C3)C=C1 (3-[2-[4-(2-bromo- 10,11-dihydro-dibenzo[b,f]thiepin-10-yl)-1-piperazinyl]-ethyl]-2-oxazolidinone). Reaction SMILES: [Br:1][C:2]1[CH:22]=[CH:21][C:5]2[S:6][C:7]3[CH:20]=[CH:19][CH:18]=[CH:17][C:8]=3[CH:9]([N:11]3[CH2:16][CH2:15][NH:14][CH2:13][CH2:12]3)[CH2:10][C:4]=2[CH:3]=1.C(=O)([O-])[O-].[K+].[K+].[I-].[K+].Cl[CH2:32][CH2:33][N:34]1[CH2:38][CH2:37][O:36][C:35]1=[O:39]>C1C=CC=CC=1.C1(C)C=CC=CC=1>[Br:1][C:2]1[CH:22]=[CH:21][C:5]2[S:6][C:7]3[CH:20]=[CH:19][CH:18]=[CH:17][C:8]=3[CH:9]([N:11]3[CH2:12][CH2:13][N:14]([CH2:32][CH2:33][N:34]4[CH2:38][CH2:37][O:36][C:35]4=[O:39])[CH2:15][CH2:16]3)[CH2:10][C:4]=2[CH:3]=1 |f:1.2.3,4.5|. Procedure: 12.5 g of 1-(2-bromo- 10,11-dihydro-dibenzo[b,f]thiepin-10-yl)-piperazine are treated, together with 13 g of powdered potassium carbonate, 0.2 g of potassium iodide and 1 litre of toluene, with 13.2 g of N-(β-chloroethyl)-oxazolidinone and the mixture is heated under reflux for 25 hours. Then the mixture is poured on to ice-water and diluted with benzene. The benzene solution is washed neutral with water and extracted with 2-N hydrochloric acid. The aqueous phase is made alkaline with sodium hyd... Starting materials: C, CCO, OCc1nc(Cl)ccc1Oc1ccccc1, [Pd]. The product is OCc1ncccc1Oc1ccccc1. As a reaction SMILES: [C:20].[CH3:17][CH2:18][OH:19].[Cl:1][c:2]1[cH:3][cH:4][c:5]([O:10][c:11]2[cH:12][cH:13][cH:14][cH:15][cH:16]2)[c:6]([CH2:8][OH:9])[n:7]1.[Pd:21]>>[cH:2]1[cH:3][cH:4][c:5]([O:10][c:11]2[cH:12][cH:13][cH:14][cH:15][cH:16]2)[c:6]([CH2:8][OH:9])[n:7]1.